From a dataset of the Open Reaction Database (ORD), a public repository of structured organic reaction records. describe an organic reaction: reactants, conditions, products, and yield The reactants are CNC (dimethylamine), C(CC(=O)OC)(=O)OC (dimethyl malonate), C(C)(C)(C)C1=CC(=C(C(=C1O)C)C)CNN(C)C (6-tert.-butyl-2,3-dimethyl-4-(dimethylaminoaminomethyl)phenol), C[O-].[Na+] (sodium methylate). Run in C1(=CC=CC=C1)C (toluene). The product is C(C)(C)(C)C=1C(=C(C(=C(CC(C(=O)OC)(C(=O)OC)CC2=C(C(=C(C(=C2)C(C)(C)C)O)C)C)C1)C)C)O (Dimethyl bis(5-tert.-butyl-2,3-dimethyl-4-hydroxybenzyl)malonate). RXN SMILES: [C:1]([O:8][CH3:9])(=[O:7])[CH2:2][C:3]([O:5][CH3:6])=[O:4].[C:10]([C:14]1[C:19]([OH:20])=[C:18]([CH3:21])[C:17]([CH3:22])=[C:16]([CH2:23]NN(C)C)[CH:15]=1)([CH3:13])([CH3:12])[CH3:11].[CH3:28][O-:29].[Na+].CNC>C1(C)C=CC=CC=1>[C:10]([C:14]1[C:19]([OH:20])=[C:18]([CH3:21])[C:17]([CH3:22])=[C:16]([CH:15]=1)[CH2:23][C:2]([CH2:23][C:16]1[CH:15]=[C:14]([C:10]([CH3:12])([CH3:11])[CH3:13])[C:28]([OH:29])=[C:18]([CH3:19])[C:17]=1[CH3:22])([C:1]([O:8][CH3:9])=[O:7])[C:3]([O:5][CH3:6])=[O:4])([CH3:13])([CH3:12])[CH3:11] |f:2.3|. Reported procedure: 6.6 grams of dimethyl malonate (0.05 moles), 23.5 grams of 6-tert.-butyl-2,3-dimethyl-4-(dimethylaminoaminomethyl)phenol (0.10 moles) and 0.5 grams of sodium methylate were charged to 100 ml of toluene at room temperature and heated at reflux for 41/2 hours, dimethylamine being evolved during this period. The reaction mixture cooled to room temperature was made acid with 3N aqueous hydrochloric, the toluene phase being washed with water, the wash water being separated. The desired product was in...